Dataset: the Open Reaction Database (ORD), a public repository of structured organic reaction records. Task: describe an organic reaction: reactants, conditions, products, and yield Starting materials: [H-].[Na+] (sodium hydride), C1(=CC=CC=C1)S(=O)C1=CNC2=CC=CC=C12 (3-phenylsulfinylindole), C(C1=CC=CC=C1)Br (benzyl bromide). The solvent is CN(C=O)C (dimethylformamide). Yields the product C(C1=CC=CC=C1)N1C=C(C2=CC=CC=C12)S(=O)C1=CC=CC=C1 (1-Benzyl-3-phenylsulfinylindole). RXN SMILES: [H-].[Na+].[C:3]1([S:9]([C:11]2[C:19]3[C:14](=[CH:15][CH:16]=[CH:17][CH:18]=3)[NH:13][CH:12]=2)=[O:10])[CH:8]=[CH:7][CH:6]=[CH:5][CH:4]=1.[CH2:20](Br)[C:21]1[CH:26]=[CH:25][CH:24]=[CH:23][CH:22]=1>CN(C)C=O>[CH2:20]([N:13]1[C:14]2[C:19](=[CH:18][CH:17]=[CH:16][CH:15]=2)[C:11]([S:9]([C:3]2[CH:4]=[CH:5][CH:6]=[CH:7][CH:8]=2)=[O:10])=[CH:12]1)[C:21]1[CH:26]=[CH:25][CH:24]=[CH:23][CH:22]=1 |f:0.1|. Procedure: This compound was prepared in the same manner as described in Example 7 using sodium hydride (0.036 g, 50% in mineral oil; 0.90 mmol), dimethylformamide (5 ml), 3-phenylsulfinylindole (0.200 g, 0.82 mmol) and benzyl bromide (0.11 ml, 0.154 g, 0.90 mmol). Crystallization of the crude product from dichloromethane-hexane gave the title compound. M.P.-148°-149° (dichloromethane-hexane). The reactants are COC(=O)CNC=1C(C(=O)OC)=CC=CC1 (methyl N-(methoxycarbonylmethyl)anthranilate), [O-]C#N.[K+] (potassium cyanate). The solvent is C(C)(=O)O (acetic acid). Reported procedure: Monatsh. Chem. (1987) 118; pages 71-79 describes the reaction of methyl N-(methoxycarbonylmethyl)anthranilate with potassium cyanate in glacial acetic acid to give methyl 1,2,3,4-tetrahydro-2,4-dioxoquinazolin-1-ylacetate. Although 10 equivalents of potassium cyanate are employed, the yield is only 19%. Reaction SMILES: [CH3:1][O:2][C:3]([CH2:5][NH:6][C:7]1[C:8](=[CH:13][CH:14]=[CH:15][CH:16]=1)[C:9]([O:11]C)=O)=[O:4].[O-:17][C:18]#[N:19].[K+]>C(O)(=O)C>[O:17]=[C:18]1[NH:19][C:9](=[O:11])[C:8]2[C:7](=[CH:16][CH:15]=[CH:14][CH:13]=2)[N:6]1[CH2:5][C:3]([O:2][CH3:1])=[O:4] |f:1.2|. Yields the product O=C1N(C2=CC=CC=C2C(N1)=O)CC(=O)OC (methyl 1,2,3,4-tetrahydro-2,4-dioxoquinazolin-1-ylacetate). Starting materials: O.OC1=CC=C(C=C1)CC(C(=O)O)O (3-(4-hydroxyphenyl) lactic acid hydrate), Cl (hydrochloric acid), C(C)OCC (ethyl ether). Solvent: C(C)O (ethanol). The product is OC(C(=O)OCC)CC1=CC=C(C=C1)O (Ethyl 2-hydroxy-3-(4-hydroxyphenyl)propionate). RXN SMILES: O.[OH:2][C:3]1[CH:8]=[CH:7][C:6]([CH2:9][CH:10]([OH:14])[C:11]([OH:13])=[O:12])=[CH:5][CH:4]=1.Cl.[CH2:16](OCC)[CH3:17]>C(O)C>[OH:14][CH:10]([CH2:9][C:6]1[CH:5]=[CH:4][C:3]([OH:2])=[CH:8][CH:7]=1)[C:11]([O:13][CH2:16][CH3:17])=[O:12] |f:0.1|. Reported procedure: To a stirred solution of 0.5 g (2.74 mmol) of D,L 3-(4-hydroxyphenyl) lactic acid hydrate in 10 mL of ethanol was added a catalytic amount of concentrated hydrochloric acid. The mixture was heated at reflux for 2 hours then cooled to room temperature and concentrated under vacuum. The residue was dissolved in 50 mL of ether and washed with saturated aqueous sodium bicarbonate (1×50 mL) and brine (1×50 mL). The organic layer was removed, dried over magnesium sulfate, filtered and evaporated under... The reactants are C(#N)C1CN(C1)C([C@@H](C)NC(=O)C1=CN(C2=NC=C(N=C21)C2=CC1=NC=CC(=C1S2)Cl)COCC[Si](C)(C)C)=O (2-(7-chloro-thieno[3,2-b]pyridin-2-yl)-5-(2-trimethylsilanyl-ethoxymethyl)-5H-pyrrolo[2,3-b]pyrazine-7-carboxylic acid [(R)-2-(3-cyano-azetidin-1-yl)-1-methyl-2-oxo-ethyl]-amide), C(#N)C1CN(C1)C([C@@H](C1CC1)NC(=O)C1=CN(C2=NC=C(N=C21)C2=CC1=NC=CC(=C1S2)Cl)COCC[Si](C)(C)C)=O (2-(7-chloro-thieno[3,2-b]pyridin-2-yl)-5-(2-trimethylsilanyl-ethoxymethyl)-5H-pyrrolo[2,3-b]pyrazine-7-carboxylic acid [(R)-2-(3-cyano-azetidin-1-yl)-1-cyclopropyl-2-oxo-ethyl]-amide). Product: C(#N)C1CN(C1)C([C@@H](C)NC(=O)C1=CNC2=NC=C(N=C21)C2=CC1=NC=CC(=C1S2)N2CCCC2)=O (2-(7-Pyrrolidin-1-yl-thieno[3,2-b]pyridin-2-yl)-5H-pyrrolo[2,3-b]pyrazine-7-carboxylic acid [(R)-2-(3-cyano-azetidin-1-yl)-1-methyl-2-oxo-ethyl]-amide). Reaction SMILES: [C:1]([CH:3]1[CH2:6][N:5]([C:7](=[O:40])[C@H:8]([NH:10][C:11]([C:13]2[C:21]3[C:16](=[N:17][CH:18]=[C:19]([C:22]4[S:30][C:29]5[C:24](=[N:25][CH:26]=[CH:27][C:28]=5Cl)[CH:23]=4)[N:20]=3)[N:15](COCC[Si](C)(C)C)[CH:14]=2)=[O:12])[CH3:9])[CH2:4]1)#[N:2].C(C1CN(C(=O)[C@H](NC([C:55]2[C:63]3[C:58](=NC=C(C4SC5C(=NC=CC=5Cl)C=4)N=3)[N:57](COCC[Si](C)(C)C)[CH:56]=2)=O)C2CC2)C1)#N>>[C:1]([CH:3]1[CH2:6][N:5]([C:7](=[O:40])[C@H:8]([NH:10][C:11]([C:13]2[C:21]3[C:16](=[N:17][CH:18]=[C:19]([C:22]4[S:30][C:29]5[C:24](=[N:25][CH:26]=[CH:27][C:28]=5[N:57]5[CH2:58][CH2:63][CH2:55][CH2:56]5)[CH:23]=4)[N:20]=3)[NH:15][CH:14]=2)=[O:12])[CH3:9])[CH2:4]1)#[N:2]. Procedure: Prepared according to the procedure outlined in Example 155 substituting 2-(7-chloro-thieno[3,2-b]pyridin-2-yl)-5-(2-trimethylsilanyl-ethoxymethyl)-5H-pyrrolo[2,3-b]pyrazine-7-carboxylic acid [(R)-2-(3-cyano-azetidin-1-yl)-1-methyl-2-oxo-ethyl]-amide for 2-(7-chloro-thieno[3,2-b]pyridin-2-yl)-5-(2-trimethylsilanyl-ethoxymethyl)-5H-pyrrolo[2,3-b]pyrazine-7-carboxylic acid [(R)-2-(3-cyano-azetidin-1-yl)-1-cyclopropyl-2-oxo-ethyl]-amide in step 1. MS: (M+H)+=501. Starting materials: FC(C=1C=C(C=CC1)C1=C2CC(NC2=CC=C1)=O)(F)F (4-(3-trifluoromethyl-phenyl)-1,3-dihydro-indol-2-one), N1(N=NC=C1)CCNC(=O)C1=C(NC(=C1C)C=O)C (5-formyl-2,4-dimethyl-1H-pyrrole-3-carboxylic acid (2-[1,2,3]-triazol-1-yl-ethyl)-amide). Reagents/catalysts: N1CCCCC1 (piperidine). Solvent: C(C)O (ethanol). Reaction conditions: time 3 day. Yields the product N1(N=NC=C1)CCNC(=O)C1=C(NC(=C1C)C=C1C(NC2=CC=CC(=C12)C1=CC(=CC=C1)C(F)(F)F)=O)C (2,4-dimethyl-5-[2-oxo-4-(3-trifluoromethyl-phenyl)-1,2-dihydro-indol-3-ylidenemethyl-]-1H-pyrrole-3-carboxylic acid (2-[1,2,3]triazol-1-ylethyl)-amide). Isolated yield 40.7%. Reaction SMILES: [F:1][C:2]([F:20])([F:19])[C:3]1[CH:4]=[C:5]([C:9]2[CH:17]=[CH:16][CH:15]=[C:14]3[C:10]=2[CH2:11][C:12](=[O:18])[NH:13]3)[CH:6]=[CH:7][CH:8]=1.[N:21]1([CH2:26][CH2:27][NH:28][C:29]([C:31]2[C:35]([CH3:36])=[C:34]([CH:37]=O)[NH:33][C:32]=2[CH3:39])=[O:30])[CH:25]=[CH:24][N:23]=[N:22]1>C(O)C.N1CCCCC1>[N:21]1([CH2:26][CH2:27][NH:28][C:29]([C:31]2[C:35]([CH3:36])=[C:34]([CH:37]=[C:11]3[C:10]4[C:14](=[CH:15][CH:16]=[CH:17][C:9]=4[C:5]4[CH:6]=[CH:7][CH:8]=[C:3]([C:2]([F:1])([F:19])[F:20])[CH:4]=4)[NH:13][C:12]3=[O:18])[NH:33][C:32]=2[CH3:39])=[O:30])[CH:25]=[CH:24][N:23]=[N:22]1. Procedure details: To a solution of 4-(3-trifluoromethyl-phenyl)-1,3-dihydro-indol-2-one (69.3 mg 0.25 mmol) and 5-formyl-2,4-dimethyl-1H-pyrrole-3-carboxylic acid (2-[1,2,3]-triazol-1-yl-ethyl)-amide (67.9 mg, 0.26 mmol) in ethanol (2 mL) was added piperidine (3 drops). The reaction mixture was stirred at room temperature for three days. A yellow solid product was precipitated out, filtered, washed by ethanol for three times, and dried under high vacuum to provide pure product 2,4-dimethyl-5-[2-oxo-4-(3-trifluoro...